From a dataset of the Open Reaction Database (ORD), a public repository of structured organic reaction records. describe an organic reaction: reactants, conditions, products, and yield Reactants: Cl.N1(C=NC=C1)C(C)C=1C=CC2=C(N(N=N2)O)C1 (6-[1-(1H-imidazol-1-yl)ethyl]-1H-benzotriazol-1-ol monohydrochloride), ICC (iodoethane), C([O-])([O-])=O.[Na+].[Na+] (sodium carbonate). Solvent: CN(C=O)C (N,N-dimethylformamide). Reaction conditions: time 4 hour. The product is C(C)ON1N=NC2=C1C=C(C=C2)C(C)N2C=NC=C2 (1-ethoxy-6-[1-(1H-imidazol-1-yl)ethyl]-1H-benzotriazole). Yield: 51.6%. As a reaction SMILES: Cl.[N:2]1([CH:7]([C:9]2[CH:10]=[CH:11][C:12]3[N:16]=[N:15][N:14]([OH:17])[C:13]=3[CH:18]=2)[CH3:8])[CH:6]=[CH:5][N:4]=[CH:3]1.I[CH2:20][CH3:21].C(=O)([O-])[O-].[Na+].[Na+]>CN(C)C=O>[CH2:20]([O:17][N:14]1[C:13]2[CH:18]=[C:9]([CH:7]([N:2]3[CH:6]=[CH:5][N:4]=[CH:3]3)[CH3:8])[CH:10]=[CH:11][C:12]=2[N:16]=[N:15]1)[CH3:21] |f:0.1,3.4.5|. Reported procedure: A mixture of 4.5 parts of 6-[1-(1H-imidazol-1-yl)ethyl]-1H-benzotriazol-1-ol monohydrochloride, 3.12 parts of iodoethane, 3.7 parts of sodium carbonate and 63 parts of N,N-dimethylformamide was stirred for 4 hours at room temperature. The reaction mixtur was evaporated and the residue was taken up in water. The product was extracted with methylbenzene. The extract was dried, filtered and evaporated. The residue was crystallized from a mixture of 27 parts of ethyl acetate and 21 parts of 2,2'-oxy...